Dataset: the Open Reaction Database (ORD), a public repository of structured organic reaction records. Task: describe an organic reaction: reactants, conditions, products, and yield Starting materials: C(CCCCCCCCCCC)=O (1-dodecanal), Cl (hydrochloric acid), Cl.FC(C1=CC=C(CNC(=N)NC(=N)N)C=C1)(F)F (N1-(4-trifluoromethylbenzyl)-biguanide hydrochloride). The solvent is C(C)O (ethanol). Yields the product Cl.NC=1NC(=NC(N1)CCCCCCCCCCC)NCC1=CC=C(C=C1)C(F)(F)F (4-Amino-6-undecyl-3,6-dihydro-2-(4′-trifluoromethylbenzylamino)-1,3,5-triazine hydrochloride). RXN SMILES: [CH:1](=O)[CH2:2][CH2:3][CH2:4][CH2:5][CH2:6][CH2:7][CH2:8][CH2:9][CH2:10][CH2:11][CH3:12].[ClH:14].Cl.[F:16][C:17]([F:33])([F:32])[C:18]1[CH:31]=[CH:30][C:21]([CH2:22][NH:23][C:24]([NH:26][C:27]([NH2:29])=[NH:28])=[NH:25])=[CH:20][CH:19]=1>C(O)C>[ClH:14].[NH2:29][C:27]1[NH:26][C:24]([NH:23][CH2:22][C:21]2[CH:30]=[CH:31][C:18]([C:17]([F:16])([F:32])[F:33])=[CH:19][CH:20]=2)=[N:25][CH:1]([CH2:2][CH2:3][CH2:4][CH2:5][CH2:6][CH2:7][CH2:8][CH2:9][CH2:10][CH2:11][CH3:12])[N:28]=1 |f:2.3,5.6|. Reported procedure: 100 ml of ethanol, 5.6 ml (25.4 mmol) of 1-dodecanal and 0.7 ml of concentrated hydrochloric acid were added to 5.0 g (16.9 mmol) of N1-(4-trifluoromethylbenzyl)-biguanide hydrochloride, and the mixture was refluxed for 26 hours. The solvent was distilled off under reduced pressure, and the residue was purified by silica gel column chromatography (elution with a mixture of chloroform and methanol (9:1.5)). An aqueous acetonitrile solution was added to the eluate to obtain 2.4 g of colorless crys... The reactants are C(C)(=O)O[C@@H]1[C@@H]([C@H](CC1)\C=C\[C@H](C[C@H](CCCC)C)OC1OCCCC1)CCCCCC(C(=O)OC)[Se]C1=CC=CC=C1 (methyl 7-{(1R,2S,5R)-2-(acetyloxy)-5-[(1E,3S,5S)-5-methyl-3-(tetrahydro-2H-pyran-2-yloxy)-1-nonenyl]cyclopentyl}-2-(phenylseleno)heptanoate), C([O-])([O-])=O.[K+].[K+] (potassium carbonate). Solvent: C(C)(=O)OCC (ethyl acetate), CO (methanol). Reaction conditions: time 8 hour. Product: O[C@@H]1[C@@H]([C@H](CC1)\C=C\[C@H](C[C@H](CCCC)C)OC1OCCCC1)CCCCCC(C(=O)OC)[Se]C1=CC=CC=C1 (methyl 7-{(1R,2S,5R)-2-hydroxy-5-[(1E,3S,5S)-5-methyl-3-(tetrahydro-2H-pyran-2-yloxy)-1-nonenyl]cyclopentyl}-2-(phenylseleno)heptanoate). The yield is 77.9%. Reaction SMILES: C([O:4][C@H:5]1[CH2:9][CH2:8][C@H:7](/[CH:10]=[CH:11]/[C@@H:12]([O:20][CH:21]2[CH2:26][CH2:25][CH2:24][CH2:23][O:22]2)[CH2:13][C@@H:14]([CH3:19])[CH2:15][CH2:16][CH2:17][CH3:18])[C@H:6]1[CH2:27][CH2:28][CH2:29][CH2:30][CH2:31][CH:32]([Se:37][C:38]1[CH:43]=[CH:42][CH:41]=[CH:40][CH:39]=1)[C:33]([O:35][CH3:36])=[O:34])(=O)C.C(=O)([O-])[O-].[K+].[K+]>CO.C(OCC)(=O)C>[OH:4][C@H:5]1[CH2:9][CH2:8][C@H:7](/[CH:10]=[CH:11]/[C@@H:12]([O:20][CH:21]2[CH2:26][CH2:25][CH2:24][CH2:23][O:22]2)[CH2:13][C@@H:14]([CH3:19])[CH2:15][CH2:16][CH2:17][CH3:18])[C@H:6]1[CH2:27][CH2:28][CH2:29][CH2:30][CH2:31][CH:32]([Se:37][C:38]1[CH:43]=[CH:42][CH:41]=[CH:40][CH:39]=1)[C:33]([O:35][CH3:36])=[O:34] |f:1.2.3|. Procedure details: To a solution of the compound 21 (507 mg) in methanol (7.00 mL) was added potassium carbonate (128 mg) and the solution was stirred at room temperature overnight. The reaction solution was diluted with ethyl acetate and washed with an aqueous saturated ammonium chloride solution and brine. The reaction solution was dried over anhydrous sodium sulfate and concentrated. The obtained residue was purified by column chromatography on silica gel (hexane : ethyl acetate=4:1), to give the title compound... Starting materials: C=CCCCOC(=O)NC(CCCC)C(=O)OC, C1CCOC1, Cl, [Na+], [OH-]. Product: C=CCCCOC(=O)NC(CCCC)C(=O)O. As a reaction SMILES: [CH2:1]([CH2:2][CH2:3][CH:4]=[CH2:5])[O:6][C:7](=[O:8])[NH:9][CH:10]([CH2:11][CH2:12][CH2:13][CH3:14])[C:15](=[O:16])[O:17][CH3:18].[CH2:22]1[O:23][CH2:24][CH2:25][CH2:26]1.[ClH:21].[Na+:20].[OH-:19]>>[CH2:1]([CH2:2][CH2:3][CH:4]=[CH2:5])[O:6][C:7](=[O:8])[NH:9][CH:10]([CH2:11][CH2:12][CH2:13][CH3:14])[C:15](=[O:16])[OH:17]. The reactants are CCOC(C)=O, CCO, C#CCN1CCc2ccc([N+](=O)[O-])cc2CC1, Cl[Sn]Cl. Product: C#CCN1CCc2ccc(N)cc2CC1. As a reaction SMILES: [CH3:21][CH2:22][O:23][C:24](=[O:25])[CH3:26].[CH3:27][CH2:28][OH:29].[N+:1]([O-:2])(=[O:3])[c:4]1[cH:5][c:6]2[c:7]([cH:16][cH:17]1)[CH2:8][CH2:9][N:10]([CH2:13][C:14]#[CH:15])[CH2:11][CH2:12]2.[Sn:18]([Cl:19])[Cl:20]>>[NH2:1][c:4]1[cH:5][c:6]2[c:7]([cH:16][cH:17]1)[CH2:8][CH2:9][N:10]([CH2:13][C:14]#[CH:15])[CH2:11][CH2:12]2. Reactants: ClC=1C(=CC(=C(C1)C=1N([C@@H]([C@@H](N1)C1=CC=C(C=C1)Cl)C1=CC=C(C=C1)Cl)C(=O)Cl)OCC)C(C)(C)C#N ((4S,5R)-2-[5-Chloro-4-(cyano-dimethyl-methyl)-2-ethoxy-phenyl]-4,5-bis-(4-chloro-phenyl)-4,5-dihydro-imidazole-1-carbonyl chloride), C(#N)CCN(C(CN1CCNCC1)=O)C (N-(2-cyano-ethyl)-N-methyl-2-piperazin-1-yl-acetamide). Yields the product ClC=1C(=CC(=C(C1)C=1N([C@@H]([C@@H](N1)C1=CC=C(C=C1)Cl)C1=CC=C(C=C1)Cl)C(=O)N1CCN(CC1)CC(=O)N(C)CCC#N)OCC)C(C)(C)C#N (2-{4-[(4S,5R)-2-[5-Chloro-4-(cyano-dimethyl-methyl)-2-ethoxy-phenyl]-4,5-bis-(4-chloro-phenyl)-4,5-dihydro-imidazole-1-carbonyl]-piperazin-1-yl}-N-(2-cyano-ethyl)-N-methyl-acetamide). Reaction SMILES: [Cl:1][C:2]1[C:3]([C:33]([C:36]#[N:37])([CH3:35])[CH3:34])=[CH:4][C:5]([O:30][CH2:31][CH3:32])=[C:6]([C:8]2[N:9]([C:27](Cl)=[O:28])[C@H:10]([C:20]3[CH:25]=[CH:24][C:23]([Cl:26])=[CH:22][CH:21]=3)[C@H:11]([C:13]3[CH:18]=[CH:17][C:16]([Cl:19])=[CH:15][CH:14]=3)[N:12]=2)[CH:7]=1.[C:38]([CH2:40][CH2:41][N:42]([CH3:52])[C:43](=[O:51])[CH2:44][N:45]1[CH2:50][CH2:49][NH:48][CH2:47][CH2:46]1)#[N:39]>>[Cl:1][C:2]1[C:3]([C:33]([C:36]#[N:37])([CH3:34])[CH3:35])=[CH:4][C:5]([O:30][CH2:31][CH3:32])=[C:6]([C:8]2[N:9]([C:27]([N:48]3[CH2:49][CH2:50][N:45]([CH2:44][C:43]([N:42]([CH2:41][CH2:40][C:38]#[N:39])[CH3:52])=[O:51])[CH2:46][CH2:47]3)=[O:28])[C@H:10]([C:20]3[CH:25]=[CH:24][C:23]([Cl:26])=[CH:22][CH:21]=3)[C@H:11]([C:13]3[CH:18]=[CH:17][C:16]([Cl:19])=[CH:15][CH:14]=3)[N:12]=2)[CH:7]=1. Reported procedure: 2-{4-[(4S,5R)-2-[5-Chloro-4-(cyano-dimethyl-methyl)-2-ethoxy-phenyl]-4,5-bis-(4-chloro-phenyl)-4,5-dihydro-imidazole-1-carbonyl]-piperazin-1-yl}-N-(2-cyano-ethyl)-N-methyl-acetamide was prepared from (4S,5R)-2-[5-Chloro-4-(cyano-dimethyl-methyl)-2-ethoxy-phenyl]-4,5-bis-(4-chloro-phenyl)-4,5-dihydro-imidazole-1-carbonyl chloride (example 12k) and N-(2-cyano-ethyl)-N-methyl-2-piperazin-1-yl-acetamide (example 16d) in an analogous manner as described in example 25. LR-MS: 748.3 [(M+H)+] Reactants: FC(F)(F)c1ccc(Br)nc1, CCOC(=O)C(C)(C)c1ccc(B2OC(C)(C)C(C)(C)O2)cc1, CN(C)C=O, [Na+], [Na+], O=C([O-])[O-]. Product: CCOC(=O)C(C)(C)c1ccc(-c2ccc(C(F)(F)F)cn2)cc1. Reaction SMILES: [Br:24][c:25]1[n:26][cH:27][c:28]([C:31]([F:32])([F:33])[F:34])[cH:29][cH:30]1.[CH3:1][C:2]([C:3](=[O:4])[O:5][CH2:6][CH3:7])([CH3:8])[c:9]1[cH:10][cH:11][c:12]([B:15]2[O:16][C:17]([CH3:18])([CH3:19])[C:20]([CH3:21])([CH3:22])[O:23]2)[cH:13][cH:14]1.[CH3:41][N:42]([CH3:43])[CH:44]=[O:45].[Na+:35].[Na+:36].[O-:37][C:38](=[O:39])[O-:40]>>[CH3:1][C:2]([C:3](=[O:4])[O:5][CH2:6][CH3:7])([CH3:8])[c:9]1[cH:10][cH:11][c:12](-[c:25]2[n:26][cH:27][c:28]([C:31]([F:32])([F:33])[F:34])[cH:29][cH:30]2)[cH:13][cH:14]1. Starting materials: C(CCC)C1=NC2=C(N1CC1=CC=C(C=C1)C=1C(=CC=CC1)C(=O)OC(C)(C)C)C=C(C=C2)N(C(CCC)=O)CCCCC (tert.butyl 4'-[(2-n-butyl-6-(N-(n-butanoyl)-n-pentylamino)-benzimidazol-1-yl)-methyl]biphenyl-2-carboxylate), FC(C(=O)O)(F)F (trifluoroacetic acid). Product: C(CCC)C1=NC2=C(N1CC1=CC=C(C=C1)C=1C(=CC=CC1)C(=O)O)C=C(C=C2)N(C(CCC)=O)CCCCC (4'-[(2-n-Butyl-6-(N-(n-butanoyl)-n-pentylamino)-benzimidazol-1-yl)-methyl]biphenyl-2-carboxylic acid). As a reaction SMILES: [CH2:1]([C:5]1[N:9]([CH2:10][C:11]2[CH:16]=[CH:15][C:14]([C:17]3[C:18]([C:23]([O:25]C(C)(C)C)=[O:24])=[CH:19][CH:20]=[CH:21][CH:22]=3)=[CH:13][CH:12]=2)[C:8]2[CH:30]=[C:31]([N:34]([CH2:40][CH2:41][CH2:42][CH2:43][CH3:44])[C:35](=[O:39])[CH2:36][CH2:37][CH3:38])[CH:32]=[CH:33][C:7]=2[N:6]=1)[CH2:2][CH2:3][CH3:4].FC(F)(F)C(O)=O>>[CH2:1]([C:5]1[N:9]([CH2:10][C:11]2[CH:16]=[CH:15][C:14]([C:17]3[C:18]([C:23]([OH:25])=[O:24])=[CH:19][CH:20]=[CH:21][CH:22]=3)=[CH:13][CH:12]=2)[C:8]2[CH:30]=[C:31]([N:34]([CH2:40][CH2:41][CH2:42][CH2:43][CH3:44])[C:35](=[O:39])[CH2:36][CH2:37][CH3:38])[CH:32]=[CH:33][C:7]=2[N:6]=1)[CH2:2][CH2:3][CH3:4]. Procedure: Prepared in analogous manner to Example 9 from tert.butyl 4'-[(2-n-butyl-6-(N-(n-butanoyl)-n-pentylamino)-benzimidazol-1-yl)-methyl]biphenyl-2-carboxylate and trifluoroacetic acid. Starting materials: C1(=CC=CC=C1)C1(C=CC(C1)Cl)C1=CC=CC=C1 (4,4-diphenyl-2-cyclopentenyl chloride), C(C)N(CC#CC(C)(C)N)CC (4-diethylamino-1,1-dimethyl-2-butynylamine), [I-].[Na+] (sodium iodide). Solvent: CC(=O)C (acetone). Yields the product C(C)N(CC#CC(C)(C)NC1C=CC(C1)(C1=CC=CC=C1)C1=CC=CC=C1)CC (N-[4-diethylamino-1,1-dimethyl-2-butynyl]-4,4-diphenyl-2-cyclopentenylamine). The yield is 59.3%. Reaction SMILES: [C:1]1([C:7]2([C:13]3[CH:18]=[CH:17][CH:16]=[CH:15][CH:14]=3)[CH2:11][CH:10](Cl)[CH:9]=[CH:8]2)[CH:6]=[CH:5][CH:4]=[CH:3][CH:2]=1.[CH2:19]([N:21]([CH2:29][CH3:30])[CH2:22][C:23]#[C:24][C:25]([NH2:28])([CH3:27])[CH3:26])[CH3:20].[I-].[Na+]>CC(C)=O>[CH2:29]([N:21]([CH2:19][CH3:20])[CH2:22][C:23]#[C:24][C:25]([NH:28][CH:10]1[CH2:11][C:7]([C:13]2[CH:18]=[CH:17][CH:16]=[CH:15][CH:14]=2)([C:1]2[CH:6]=[CH:5][CH:4]=[CH:3][CH:2]=2)[CH:8]=[CH:9]1)([CH3:26])[CH3:27])[CH3:30] |f:2.3|. Procedure: A mixture of 4,4-diphenyl-2-cyclopentenyl chloride (0.60 g), 4-diethylamino-1,1-dimethyl-2-butynylamine (0.79 g) and a catalytic amount of sodium iodide in acetone (5 ml) was refluxed for 8 hours. After being cooled, the solvent was removed off under reduced pressure and the residue was purified with column chromatography on silica gel with a mixture of chloroform and methanol as an eluent to give N-[4-diethylamino-1,1-dimethyl-2-butynyl]-4,4-diphenyl-2-cyclopentenylamine (0.54 g). The free amin...